Task: describe an organic reaction: reactants, conditions, products, and yield. Dataset: the Open Reaction Database (ORD), a public repository of structured organic reaction records Product: ClC=1C(=C(C(=C(C1)C(C)N1N=C(C=2C1=NC=NC2N)C)OC)C2CN(C2)C)C (1-{1-[5-chloro-2-methoxy-4-methyl-3-(1-methylazetidin-3-yl)phenyl]ethyl}-3-methyl-1H-pyrazolo[3,4-d]pyrimidin-4-amine). Reported procedure: This compound was prepared using procedures analogous to those for Example 1, with racemic 1-[1-(3-azetidin-3-yl-5-chloro-2-methoxy-4-methylphenyl)ethyl]-3-methyl-1H-pyrazolo[3,4-d]pyrimidin-4-amine dihydrochloride from Example 2, Step 1 and formaldehyde instead of acetone. The crude purified using RP-HPLC (XBridge C18 column, eluting with a gradient of acetonitrile/water containing 0.1% ammonium hydroxide, at flow rate of 30 mL/min) to give the desired product. The product was isolated as a rac... The reactants are Cl.Cl.N1CC(C1)C=1C(=C(C=C(C1C)Cl)C(C)N1N=C(C=2C1=NC=NC2N)C)OC (1-[1-(3-azetidin-3-yl-5-chloro-2-methoxy-4-methylphenyl)ethyl]-3-methyl-1H-pyrazolo[3,4-d]pyrimidin-4-amine dihydrochloride), C=O (formaldehyde). As a reaction SMILES: Cl.Cl.[NH:3]1[CH2:6][CH:5]([C:7]2[C:8]([O:28][CH3:29])=[C:9]([CH:15]([N:17]3[C:21]4=[N:22][CH:23]=[N:24][C:25]([NH2:26])=[C:20]4[C:19]([CH3:27])=[N:18]3)[CH3:16])[CH:10]=[C:11]([Cl:14])[C:12]=2[CH3:13])[CH2:4]1.[CH2:30]=O>>[Cl:14][C:11]1[C:12]([CH3:13])=[C:7]([CH:5]2[CH2:4][N:3]([CH3:30])[CH2:6]2)[C:8]([O:28][CH3:29])=[C:9]([CH:15]([N:17]2[C:21]3=[N:22][CH:23]=[N:24][C:25]([NH2:26])=[C:20]3[C:19]([CH3:27])=[N:18]2)[CH3:16])[CH:10]=1 |f:0.1.2|. Reactants: C(C1=CC=CC=C1)OC=1C=CC=C2C(=CC(=NC12)C)C=C (8-benzyloxy-2-methyl-4-vinylquinoline), I(=O)(=O)(=O)[O-].[Na+] (Sodium periodate). The reagents and catalysts are [Os](=O)(=O)(=O)=O (osmium tetroxide). The solvent is O1CCOCC1.O (1,4-dioxane water), C(C)(C)(C)O (tert-butanol). Conditions: time 8 hour. The product is C(C1=CC=CC=C1)OC=1C=CC=C2C(=CC(=NC12)C)C=O (8-benzyloxy-4-formyl-2-methylquinoline). Yield: 61.1%. RXN SMILES: [CH2:1]([O:8][C:9]1[CH:10]=[CH:11][CH:12]=[C:13]2[C:18]=1[N:17]=[C:16]([CH3:19])[CH:15]=[C:14]2[CH:20]=C)[C:2]1[CH:7]=[CH:6][CH:5]=[CH:4][CH:3]=1.I([O-])(=O)(=O)=[O:23].[Na+]>O1CCOCC1.O.C(O)(C)(C)C.[Os](=O)(=O)(=O)=O>[CH2:1]([O:8][C:9]1[CH:10]=[CH:11][CH:12]=[C:13]2[C:18]=1[N:17]=[C:16]([CH3:19])[CH:15]=[C:14]2[CH:20]=[O:23])[C:2]1[CH:7]=[CH:6][CH:5]=[CH:4][CH:3]=1 |f:1.2,3.4|. Procedure details: To a stirred solution of 8-benzyloxy-2-methyl-4-vinylquinoline (200 mg) in 1,4-dioxane-water (3:1, V/V, 1 ml) was added catalytic amount of osmium tetroxide in tert-butanol in an ice bath. Sodium periodate (342 mg) was added to the reaction mixture portionwise and the resulting suspension was vigorously stirred overnight at ambient temperature. The mixture was extracted with ethyl acetate and washed with water and brine. The organic layer was dried over anhydrous magnesium sulfate and concentrat... The reactants are ClC1=CC=C(C=C1)N (4-chlorophenylamine), BrC=1C=C(C=O)C=CC1 (3-bromobenzaldehyde), C=C(C)C (isobutene), FC(S(=O)(=O)[O-])(F)F.[Yb+3].FC(S(=O)(=O)[O-])(F)F.FC(S(=O)(=O)[O-])(F)F (ytterbium(III) trifluoromethanesulfonate). The solvent is C(C)#N (acetonitrile), C(C)(=O)OCC (ethyl acetate). Reaction conditions: temperature 85 celsius, time 18 hour. Yields the product BrC=1C=C(C=CC1)C1NC2=CC=C(C=C2C(C1)(C)C)Cl (2-(3-bromo-phenyl)-6-chloro-4,4-dimethyl-1,2,3,4-tetrahydro-quinoline). Yield: 40.0%. Reaction SMILES: [Cl:1][C:2]1[CH:7]=[CH:6][C:5]([NH2:8])=[CH:4][CH:3]=1.[Br:9][C:10]1[CH:11]=[C:12]([CH:15]=[CH:16][CH:17]=1)[CH:13]=O.[CH2:18]=[C:19]([CH3:21])[CH3:20].FC(F)(F)S([O-])(=O)=O.[Yb+3].FC(F)(F)S([O-])(=O)=O.FC(F)(F)S([O-])(=O)=O>C(#N)C.C(OCC)(=O)C>[Br:9][C:10]1[CH:11]=[C:12]([CH:13]2[CH2:18][C:19]([CH3:21])([CH3:20])[C:6]3[C:5](=[CH:4][CH:3]=[C:2]([Cl:1])[CH:7]=3)[NH:8]2)[CH:15]=[CH:16][CH:17]=1 |f:3.4.5.6|. Procedure: To a stirred solution of 4-chlorophenylamine (10.0 g, 78.4 mmol) and 3-bromobenzaldehyde (9.2 mL, 78.4 mmol) in acetonitrile (150 mL) were added isobutene (21.0 mL, 313.5 mmol) and ytterbium(III) trifluoromethanesulfonate (Yb(OTf)3) (5.8 g, 9.5 mmol). The resulting mixture was stirred at 85° C. for 18 h in sealed tube. The mixture was diluted with ethyl acetate (300 mL) and washed with water (100 mL×2) and brine (100 mL×2) and then dried over anhydrous sodium sulfate. The solvent was removed in ... Reactants: O=C(n1ccnc1)n1ccnc1, CC(=O)NCCO, C1CCOC1, CCOC(C)=O, O=C(O)C(Cc1cccc(C(F)(F)F)c1)c1ccc(C(F)(F)F)cc1. Product: CC(=O)NCCOC(=O)C(Cc1cccc(C(F)(F)F)c1)c1ccc(C(F)(F)F)cc1. RXN SMILES: [C:26]([n:27]1[cH:28][cH:29][n:30][cH:31]1)([n:32]1[cH:33][cH:34][n:35][cH:36]1)=[O:37].[C:44]([CH3:45])(=[O:46])[NH:47][CH2:48][CH2:49][OH:50].[CH2:51]1[O:52][CH2:53][CH2:54][CH2:55]1.[CH3:38][CH2:39][O:40][C:41]([CH3:42])=[O:43].[F:1][C:2]([c:3]1[cH:4][c:5]([CH2:9][CH:10]([C:11](=[O:12])[OH:13])[c:14]2[cH:15][cH:16][c:17]([C:20]([F:21])([F:22])[F:23])[cH:18][cH:19]2)[cH:6][cH:7][cH:8]1)([F:24])[F:25]>>[F:1][C:2]([c:3]1[cH:4][c:5]([CH2:9][CH:10]([C:11]([O:12][CH2:49][CH2:48][NH:47][C:44]([CH3:45])=[O:46])=[O:13])[c:14]2[cH:15][cH:16][c:17]([C:20]([F:21])([F:22])[F:23])[cH:18][cH:19]2)[cH:6][cH:7][cH:8]1)([F:24])[F:25]. Starting materials: Cn1c(S(C)(=O)=O)nc2cccnc21, [H-], [Na+], CN(C)C=O, O, Cc1cnc2c(c1)n(C(C)C)c(=O)n2-c1ccc(O)cc1. Yields the product Cc1cnc2c(c1)n(C(C)C)c(=O)n2-c1ccc(Oc2nc3cccnc3n2C)cc1. Reaction SMILES: [CH3:1][n:2]1[c:3]([S:11]([CH3:12])(=[O:13])=[O:14])[n:4][c:5]2[c:6]1[n:7][cH:8][cH:9][cH:10]2.[H-:37].[Na+:36].[O:39]=[CH:40][N:41]([CH3:42])[CH3:43].[OH2:38].[OH:15][c:16]1[cH:17][cH:18][c:19](-[n:22]2[c:23](=[O:35])[n:24]([CH:32]([CH3:33])[CH3:34])[c:25]3[c:26]2[n:27][cH:28][c:29]([CH3:31])[cH:30]3)[cH:20][cH:21]1>>[CH3:1][n:2]1[c:3]([O:15][c:16]2[cH:17][cH:18][c:19](-[n:22]3[c:23](=[O:35])[n:24]([CH:32]([CH3:33])[CH3:34])[c:25]4[c:26]3[n:27][cH:28][c:29]([CH3:31])[cH:30]4)[cH:20][cH:21]2)[n:4][c:5]2[c:6]1[n:7][cH:8][cH:9][cH:10]2. Reactants: CCn1[nH]c2ccccc2c1=O, Cn1c(CN2CCC(C(C)(C)O)CC2)nc2c(N3CCOCC3)nc(Cl)nc21. Yields the product CCn1c(=O)c2ccccc2n1-c1nc(N2CCOCC2)c2nc(CN3CCC(C(C)(C)O)CC3)n(C)c2n1. As a reaction SMILES: [CH2:29]([CH3:30])[n:31]1[nH:32][c:33]2[cH:34][cH:35][cH:36][cH:37][c:38]2[c:39]1=[O:40].[Cl:1][c:2]1[n:3][c:4]([N:23]2[CH2:24][CH2:25][O:26][CH2:27][CH2:28]2)[c:5]2[n:6][c:7]([CH2:12][N:13]3[CH2:14][CH2:15][CH:16]([C:19]([CH3:20])([CH3:21])[OH:22])[CH2:17][CH2:18]3)[n:8]([CH3:11])[c:9]2[n:10]1>>[c:2]1(-[n:32]2[n:31]([CH2:29][CH3:30])[c:39](=[O:40])[c:38]3[c:33]2[cH:34][cH:35][cH:36][cH:37]3)[n:3][c:4]([N:23]2[CH2:24][CH2:25][O:26][CH2:27][CH2:28]2)[c:5]2[n:6][c:7]([CH2:12][N:13]3[CH2:14][CH2:15][CH:16]([C:19]([CH3:20])([CH3:21])[OH:22])[CH2:17][CH2:18]3)[n:8]([CH3:11])[c:9]2[n:10]1.